This data is from the Open Reaction Database (ORD), a public repository of structured organic reaction records. The task is: describe an organic reaction: reactants, conditions, products, and yield The reactants are FC1=CC=2C3=C(N(C2C=C1)C1=CC=C(C=C1)F)CCN(C3)C(=O)OCC3=CC=CC=C3 (8-fluoro-5-(p-fluorophenyl)-2-carbobenzoxy-2,3,4,5-tetrahydro-1H-pyrido[4,3-b]indole), FC1=CC=C(C=C1)C1CCC(O1)O (5-(p-fluorophenyl)-2-hydroxytetrahydrofuran). The reagents and catalysts are [Pd] (Pd/C). The solvent is C(C)(=O)OCC (ethyl acetate), C(C)(=O)OCC (ethyl acetate). Run at time 20 hour. Product: FC1=CC=2C3=C(N(C2C=C1)C1=CC=C(C=C1)F)CCN(C3)CCCC(O)C3=CC=C(C=C3)F (8-Fluoro-5-(p-fluorophenyl)-2-[4-(p-fluorophenyl)-4-hydroxybutyl]-2,3,4,5-tetrahydro-1H-pyrido[4,3-b]indole). Reaction SMILES: [F:1][C:2]1[CH:10]=[CH:9][C:8]2[N:7]([C:11]3[CH:16]=[CH:15][C:14]([F:17])=[CH:13][CH:12]=3)[C:6]3[CH2:18][CH2:19][N:20]([C:22](OCC4C=CC=CC=4)=O)[CH2:21][C:5]=3[C:4]=2[CH:3]=1.[F:32][C:33]1[CH:38]=[CH:37][C:36]([CH:39]2[O:43]C(O)[CH2:41][CH2:40]2)=[CH:35][CH:34]=1>C(OCC)(=O)C.[Pd]>[F:17][C:14]1[CH:15]=[CH:16][C:11]2[N:7]([C:8]3[CH:9]=[CH:10][C:2]([F:1])=[CH:3][CH:4]=3)[C:6]3[CH2:5][CH2:21][N:20]([CH2:22][CH2:41][CH2:40][CH:39]([C:36]4[CH:35]=[CH:34][C:33]([F:32])=[CH:38][CH:37]=4)[OH:43])[CH2:19][C:18]=3[C:12]=2[CH:13]=1. Reported procedure: In a Parr bottle were combined 5% Pd/C (5 g of 50% water-wet), 8-fluoro-5-(p-fluorophenyl)-2-carbobenzoxy-2,3,4,5-tetrahydro-1H-pyrido[4,3-b]indole (5.0 g, 0.0119 mole) in 100 ml ethyl acetate, and 5.5 grams (0.03 mole) 5-(p-fluorophenyl)-2-hydroxytetrahydrofuran in 100 ml ethyl acetate. The mixture was agitated and hydrogenated at 30-40 psig for 20 hours. The solution was filtered to recover catalyst, with ethyl acetate and CH2Cl2 wash. The filtrate and washes were concentrated in vacuo to a vi... Reactants: BrCCCCCCCCCC (1-bromodecane), COC(CN(CC(=O)OC)C1=CC(=CC(=C1)O)O)=O (N-[(3,5-Dihydroxy)phenyl]-N-(2-methoxy-2-oxoethyl)glycine methyl ester), BrCCCCCCCCCC (1-bromodecane), C([O-])([O-])=O.[K+].[K+] (potassium carbonate). Run in CC(=O)C (acetone). Reaction conditions: time 48 hour. The product is COC(CN(C1=CC(=CC(=C1)OCCCCCCCCCC)OCCCCCCCCCC)CC(=O)OC)=O (N-(2-methoxy-2-oxoethyl)-N-[3,5-bis-(decyloxy)phenyl]glycine methyl ester). Isolated yield 52.8%. RXN SMILES: [CH3:1][O:2][C:3](=[O:19])[CH2:4][N:5]([C:11]1[CH:16]=[C:15]([OH:17])[CH:14]=[C:13]([OH:18])[CH:12]=1)[CH2:6][C:7]([O:9][CH3:10])=[O:8].Br[CH2:21][CH2:22][CH2:23][CH2:24][CH2:25][CH2:26][CH2:27][CH2:28][CH2:29][CH3:30].C(=O)([O-])[O-].[K+].[K+]>CC(C)=O>[CH3:1][O:2][C:3](=[O:19])[CH2:4][N:5]([CH2:6][C:7]([O:9][CH3:10])=[O:8])[C:11]1[CH:16]=[C:15]([O:17][CH2:21][CH2:22][CH2:23][CH2:24][CH2:25][CH2:26][CH2:27][CH2:28][CH2:29][CH3:30])[CH:14]=[C:13]([O:18][CH2:21][CH2:22][CH2:23][CH2:24][CH2:25][CH2:26][CH2:27][CH2:28][CH2:29][CH3:30])[CH:12]=1 |f:2.3.4|. Reported procedure: A mixture of 0.50 g (1.86 mmol) of N-[(3,5-Dihydroxy)phenyl]-N-(2-methoxy-2-oxoethyl)glycine methyl ester, 0.81 ml (3.9 mmol) of 1-bromodecane and 0.77 g (5.57 mmol) of potassium carbonate in 15 ml of acetone was stirred at reflux for 24 hours. An additional 0.8 ml of 1-bromodecane was added and reflux was continued for 48 hours. The reaction mixture was filtered through a Celite pad and the filtrate was concentrated at reduced pressure to an oil which was purified by HPLC using 15% ethyl acetat... Starting materials: CCOC(=O)CCCCCC(c1ccc(F)cc1)c1c(C)c(C=CC(C)=O)c(C)c(C)c1O, [Na+], C1CCOC1, [OH-]. Yields the product CC(=O)C=Cc1c(C)c(C)c(O)c(C(CCCCCC(=O)O)c2ccc(F)cc2)c1C. RXN SMILES: [F:1][c:2]1[cH:3][cH:4][c:5]([CH:8]([CH2:9][CH2:10][CH2:11][CH2:12][CH2:13][C:14](=[O:15])[O:16][CH2:17][CH3:18])[c:19]2[c:20]([OH:33])[c:21]([CH3:32])[c:22]([CH3:31])[c:23]([CH:26]=[CH:27][C:28]([CH3:29])=[O:30])[c:24]2[CH3:25])[cH:6][cH:7]1.[Na+:35].[O:36]1[CH2:37][CH2:38][CH2:39][CH2:40]1.[OH-:34]>>[F:1][c:2]1[cH:3][cH:4][c:5]([CH:8]([CH2:9][CH2:10][CH2:11][CH2:12][CH2:13][C:14](=[O:15])[OH:16])[c:19]2[c:20]([OH:33])[c:21]([CH3:32])[c:22]([CH3:31])[c:23]([CH:26]=[CH:27][C:28]([CH3:29])=[O:30])[c:24]2[CH3:25])[cH:6][cH:7]1. The reactants are C(Cl)Cl (CH2Cl2), C(=O)([O-])[O-].[Na+].[Na+] (Na2CO3), FC(OC1=C(C#N)C=CC(=C1)B1OC(C(O1)(C)C)(C)C)F (2-difluoromethoxy-4-(4,4,5,5-tetramethyl-[1,3,2]dioxaborolan-2-yl)-benzonitrile), BrC=1C=NC=CC1C(C)O (1-(3-Bromo-pyridin-4-yl)-ethanol). Reagents/catalysts: C1=CC=C(C=C1)P([C-]2C=CC=C2)C3=CC=CC=C3.C1=CC=C(C=C1)P([C-]2C=CC=C2)C3=CC=CC=C3.Cl[Pd]Cl.[Fe+2] (PdCl2(dppf)). Solvent: CN(C)C=O (DMF). Conditions: temperature 100 celsius. Product: ClC=1C(=C(C=NC1)C1=CC(=C(C#N)C=C1)OC(F)F)C(C)O (4-[5-Chloro-4-(1-hydroxy-ethyl)-pyridin-3-yl]-2-difluoromethoxy-benzonitrile). The yield is 288.1%. As a reaction SMILES: [F:1][CH:2]([F:21])[O:3][C:4]1[CH:11]=[C:10](B2OC(C)(C)C(C)(C)O2)[CH:9]=[CH:8][C:5]=1[C:6]#[N:7].Br[C:23]1[CH:24]=[N:25][CH:26]=[CH:27][C:28]=1[CH:29]([OH:31])[CH3:30].C(Cl)[Cl:33].C([O-])([O-])=O.[Na+].[Na+]>CN(C=O)C.C1C=CC(P(C2C=CC=CC=2)[C-]2C=CC=C2)=CC=1.C1C=CC(P(C2C=CC=CC=2)[C-]2C=CC=C2)=CC=1.Cl[Pd]Cl.[Fe+2]>[Cl:33][C:23]1[C:28]([CH:29]([OH:31])[CH3:30])=[C:27]([C:10]2[CH:9]=[CH:8][C:5]([C:6]#[N:7])=[C:4]([O:3][CH:2]([F:1])[F:21])[CH:11]=2)[CH:26]=[N:25][CH:24]=1 |f:3.4.5,7.8.9.10|. Reported procedure: To the solution of 2-difluoromethoxy-4-(4,4,5,5-tetramethyl-[1,3,2]dioxaborolan-2-yl)-benzonitrile (927 mg, 3.14 mmol), 1-(3-Bromo-pyridin-4-yl)-ethanol (634 mg, 3.14 mmol) and PdCl2(dppf). CH2Cl2 adduct (256 mg, 0.31 mmol) in DMF (12 mL) was added a solution of Na2CO3 (2M, 3.14 ml, 6.28 mmol) under Nitrogen atmosphere. The mixture was stirred and heated at 100° C. for 6 hrs. After letting cool to room temperature, solvent was removed in vacuo. The resulting residue was dissolved in DCM and satu... Reactants: COC(=O)c2ccc(B1OCC(C)(C)CO1)cc2 (effective_coupling_partner), CCN(CC)C(=O)Oc1ccccc1 (substrate). Reagents/catalysts: I(2-Ad). Reaction conditions: temperature 150 celsius, time 20 hour. Yields the product COC(=O)c2ccc(c1ccccc1)cc2. The reactants are [OH-].[Na+] (sodium hydroxide), C(C)C1(C(N)C=CC=C1)C (2-ethyl-2-methylaniline), C1(=CC=CC=C1)C (toluene), BrC(C(=O)Br)C (2-bromopropionyl bromide). Reaction conditions: time 15 minute. Product: BrC(C(=O)NC1=C(C=CC=C1C)CC)C (2-bromo-2'-ethyl-6'-methylpropionanilide). As a reaction SMILES: [OH-].[Na+].[CH2:3]([C:5]1(C)[CH:11]=[CH:10][CH:9]=[CH:8][CH:6]1[NH2:7])[CH3:4].[Br:13][CH:14]([CH3:18])[C:15](Br)=[O:16].[C:19]1(C)C=CC=CC=1>>[Br:13][CH:14]([CH3:18])[C:15]([NH:7][C:6]1[C:8]([CH3:19])=[CH:9][CH:10]=[CH:11][C:5]=1[CH2:3][CH3:4])=[O:16] |f:0.1|. Procedure details: To a two-phase system, containing an aqueous sodium hydroxide solution (20 g sodium hydroxide in 200 ml water) and a mixture of 13.5 g 2-ethyl-2-methylaniline and 75 ml toluene (cooled to 8° C.), was added dropwise with stirring 25 g 2-bromopropionyl bromide. After this addition, stirring was continued for 15 min. and the formed crystals were filtered off. (Addition of petroleum ether to the filtrate precipitates more product, which can be added to the first crop). Total yield 22.8 g (84%). Afte... Starting materials: C(C)(=O)[C@H]1C[C@H](C1)N1C=2N(C(=C(C1=O)CC1=C(C=C(C=C1)C=1C(=CC=CC1)C#N)F)CCC)N=C(N2)C (4′-{[4-(cis-3-acetylcyclobutyl)-2-methyl-5-oxo-7-propyl-4,5-dihydro[1,2,4]triazolo[1,5-a]pyrimidin-6-yl]methyl}-3′-fluorobiphenyl-2-carbonitrile), OO (hydrogen peroxide), C(O)([O-])=O.[Na+] (sodium hydrogen carbonate), S(=S)(=O)([O-])[O-].[Na+].[Na+] (sodium thiosulfate), FC(C(=O)OC(C(F)(F)F)=O)(F)F (trifluoroacetic acid anhydride). Solvent: C(Cl)(Cl)Cl (chloroform). Conditions: temperature 60 celsius, time 15 hour. The product is FC=1C=C(C=CC1CC=1C(N(C=2N(C1CCC)N=C(N2)C)[C@@H]2C[C@@H](C2)O)=O)C=2C(=CC=CC2)C#N (3′-fluoro-4′-{[4-(cis-3-hydroxycyclobutyl)-2-methyl-5-oxo-7-propyl-4,5-dihydro[1,2,4]triazolo[1,5-a]pyrimidin-6-yl]methyl}biphenyl-2-carbonitrile), compound. Yield: 63.0%. RXN SMILES: C([C@@H:4]1[CH2:7][C@H:6]([N:8]2[C:13](=[O:14])[C:12]([CH2:15][C:16]3[CH:21]=[CH:20][C:19]([C:22]4[C:23]([C:28]#[N:29])=[CH:24][CH:25]=[CH:26][CH:27]=4)=[CH:18][C:17]=3[F:30])=[C:11]([CH2:31][CH2:32][CH3:33])[N:10]3[N:34]=[C:35]([CH3:37])[N:36]=[C:9]23)[CH2:5]1)(=O)C.OO.FC(F)(F)C(OC(=O)C(F)(F)F)=[O:43].C(=O)([O-])O.[Na+].S([O-])([O-])(=O)=S.[Na+].[Na+]>C(Cl)(Cl)Cl>[F:30][C:17]1[CH:18]=[C:19]([C:22]2[C:23]([C:28]#[N:29])=[CH:24][CH:25]=[CH:26][CH:27]=2)[CH:20]=[CH:21][C:16]=1[CH2:15][C:12]1[C:13](=[O:14])[N:8]([C@H:6]2[CH2:5][C@@H:4]([OH:43])[CH2:7]2)[C:9]2[N:10]([N:34]=[C:35]([CH3:37])[N:36]=2)[C:11]=1[CH2:31][CH2:32][CH3:33] |f:3.4,5.6.7|. Procedure details: To a mixture of 4′-{[4-(cis-3-acetylcyclobutyl)-2-methyl-5-oxo-7-propyl-4,5-dihydro[1,2,4]triazolo[1,5-a]pyrimidin-6-yl]methyl}-3′-fluorobiphenyl-2-carbonitrile (2.83 g), 30% aqueous hydrogen peroxide solution (28.5 mL) and chloroform (30 mL) was added trifluoroacetic acid anhydride (15.75 mL), and the mixture was stirred at 60° C. for 15 hr. The reaction mixture was cooled to room temperature, saturated aqueous sodium hydrogen carbonate solution and sodium thiosulfate were added, and the mixtur... Yields the product C(C1=CC=CC=C1)N(C1=C(C(=CC=C1)[N+](=O)[O-])C=C)CC1=CC=CC=C1 (N,N-dibenzyl-N-(3-nitro-2-vinylphenyl)amine). Procedure details: The product from Example 44B and benzyl bromide were processed as described in Example 2A to provide the title compound. As a reaction SMILES: [N+:1]([C:4]1[C:5]([CH:11]=[CH2:12])=[C:6]([CH:8]=[CH:9][CH:10]=1)[NH2:7])([O-:3])=[O:2].[CH2:13](Br)[C:14]1[CH:19]=[CH:18][CH:17]=[CH:16][CH:15]=1>>[CH2:13]([N:7]([CH2:11][C:5]1[CH:6]=[CH:8][CH:9]=[CH:10][CH:4]=1)[C:6]1[CH:8]=[CH:9][CH:10]=[C:4]([N+:1]([O-:3])=[O:2])[C:5]=1[CH:11]=[CH2:12])[C:14]1[CH:19]=[CH:18][CH:17]=[CH:16][CH:15]=1. The reactants are [N+](=O)([O-])C=1C(=C(N)C=CC1)C=C (3-nitro-2-vinylaniline), C(C1=CC=CC=C1)Br (benzyl bromide). Reactants: Br, COc1cc(Cl)cc2c1OC(C)(COS(=O)(=O)c1ccc(C)cc1)C2. Product: Cc1ccc(S(=O)(=O)OCC2(C)Cc3cc(Cl)cc(O)c3O2)cc1. As a reaction SMILES: [BrH:26].[CH3:1][c:2]1[cH:3][cH:4][c:5]([S:8](=[O:9])(=[O:10])[O:11][CH2:12][C:13]2([CH3:25])[O:14][c:15]3[c:16]([cH:18][c:19]([Cl:24])[cH:20][c:21]3[O:22][CH3:23])[CH2:17]2)[cH:6][cH:7]1>>[CH3:1][c:2]1[cH:3][cH:4][c:5]([S:8](=[O:9])(=[O:10])[O:11][CH2:12][C:13]2([CH3:25])[O:14][c:15]3[c:16]([cH:18][c:19]([Cl:24])[cH:20][c:21]3[OH:22])[CH2:17]2)[cH:6][cH:7]1. Procedure details: Four and three-tenths grams of pentamethoxybenzonitrile were refluxed in 12.5 g. of anhydrous aluminum chloride and 125 ml. of toluene for three hours after which time the suspension was poured into a mixture of 50 ml. of 12N aqueous hydrochloric acid and 200 g. of ice. The toluene layer was separated and the product recovered from the aqueous layer by filtration. Recrystallization from an ethyl acetate/toluene solvent mixture yielded pentahydroxybenzonitrile decomposing at 238° C. with a prior ... Reactants: COC1=C(C(=C(C(=C1C#N)OC)OC)OC)OC (pentamethoxybenzonitrile), [Cl-].[Al+3].[Cl-].[Cl-] (aluminum chloride), Cl (hydrochloric acid). Product: OC1=C(C(=C(C(=C1C#N)O)O)O)O (pentahydroxybenzonitrile). Solvent: C1(=CC=CC=C1)C (toluene). As a reaction SMILES: C[O:2][C:3]1[C:8]([C:9]#[N:10])=[C:7]([O:11]C)[C:6]([O:13]C)=[C:5]([O:15]C)[C:4]=1[O:17]C.[Cl-].[Al+3].[Cl-].[Cl-].Cl>C1(C)C=CC=CC=1>[OH:2][C:3]1[C:8]([C:9]#[N:10])=[C:7]([OH:11])[C:6]([OH:13])=[C:5]([OH:15])[C:4]=1[OH:17] |f:1.2.3.4|.